Dataset: the Open Reaction Database (ORD), a public repository of structured organic reaction records. Task: describe an organic reaction: reactants, conditions, products, and yield Reactants: Brc1cncc2ccoc12, CN(C)C=O, CCOCC, N#C[Cu]C#N, I[Cu]I. Product: N#Cc1cncc2ccoc12. RXN SMILES: [Br:1][c:2]1[c:3]2[c:4]([cH:5][n:6][cH:7]1)[cH:8][cH:9][o:10]2.[CH3:16][N:17]([CH3:18])[CH:19]=[O:20].[CH3:21][CH2:22][O:23][CH2:24][CH3:25].[Cu:11]([C:12]#[N:13])[C:14]#[N:15].[Cu:26]([I:27])[I:28]>>[c:2]1([C:12]#[N:13])[c:3]2[c:4]([cH:5][n:6][cH:7]1)[cH:8][cH:9][o:10]2. Starting materials: ClC=1C=C2C(=NC1C(C)=O)C=CN2S(=O)(=O)C2=CC=C(C)C=C2 (1-(6-chloro-1-tosyl-1H-pyrrolo[3,2-b]pyridin-5-yl)ethanone), Cl.NO (hydroxylamine hydrochloride), CC(=O)[O-].[Na+] (NaOAc). Solvent: CCO (EtOH). Conditions: time 8 hour. Yields the product ClC=1C=C2C(=NC1C(C)=NO)C=CN2S(=O)(=O)C2=CC=C(C)C=C2 (1-(6-chloro-1-tosyl-1H-pyrrolo[3,2-b]pyridin-5-yl)ethanone oxime). Isolated yield 102.4%. Reaction SMILES: [Cl:1][C:2]1[CH:3]=[C:4]2[N:13]([S:14]([C:17]3[CH:23]=[CH:22][C:20]([CH3:21])=[CH:19][CH:18]=3)(=[O:16])=[O:15])[CH:12]=[CH:11][C:5]2=[N:6][C:7]=1[C:8](=O)[CH3:9].Cl.[NH2:25][OH:26].CC([O-])=O.[Na+]>CCO>[Cl:1][C:2]1[CH:3]=[C:4]2[N:13]([S:14]([C:17]3[CH:23]=[CH:22][C:20]([CH3:21])=[CH:19][CH:18]=3)(=[O:16])=[O:15])[CH:12]=[CH:11][C:5]2=[N:6][C:7]=1[C:8](=[N:25][OH:26])[CH3:9] |f:1.2,3.4|. Procedure details: A mixture of 1-(6-chloro-1-tosyl-1H-pyrrolo[3,2-b]pyridin-5-yl)ethanone (480 mg, 1.38 mmol), hydroxylamine hydrochloride (478 mg, 6.88 mmol), NaOAc (1.13 g, 13.76 mmol) in EtOH (10 mL) was stirred at RT overnight. The reaction mixture was filtered and the filtrate concentrated under reduced pressure. The residue was purified by SiO2 chromatography eluting with petroleum ether/EtOAc (4:1) to afford 514 mg (94%) of 1-(6-chloro-1-tosyl-1H-pyrrolo[3,2-b]pyridin-5-yl)ethanone oxime as white solid. MS...